describe an organic reaction: reactants, conditions, products, and yield From a dataset of the Open Reaction Database (ORD), a public repository of structured organic reaction records. The reactants are CCCC(c1ccc(C(=O)NCCC(=O)OC(C)(C)C)cc1)C(c1ccc(Cl)cc1)c1ccnc2cc(F)c(F)cc12, ClCCl, O=C(O)C(F)(F)F. The product is CCCC(c1ccc(C(=O)NCCC(=O)O)cc1)C(c1ccc(Cl)cc1)c1ccnc2cc(F)c(F)cc12. RXN SMILES: [Cl:1][c:2]1[cH:3][cH:4][c:5]([CH:8]([CH:9]([CH2:10][CH2:11][CH3:12])[c:13]2[cH:14][cH:15][c:16]([C:17](=[O:18])[NH:19][CH2:20][CH2:21][C:22](=[O:23])[O:24][C:25]([CH3:26])([CH3:27])[CH3:28])[cH:29][cH:30]2)[c:31]2[cH:32][cH:33][n:34][c:35]3[cH:36][c:37]([F:42])[c:38]([F:41])[cH:39][c:40]23)[cH:6][cH:7]1.[Cl:50][CH2:51][Cl:52].[F:43][C:44]([F:45])([F:46])[C:47]([OH:48])=[O:49]>>[Cl:1][c:2]1[cH:3][cH:4][c:5]([CH:8]([CH:9]([CH2:10][CH2:11][CH3:12])[c:13]2[cH:14][cH:15][c:16]([C:17](=[O:18])[NH:19][CH2:20][CH2:21][C:22](=[O:23])[OH:24])[cH:29][cH:30]2)[c:31]2[cH:32][cH:33][n:34][c:35]3[cH:36][c:37]([F:42])[c:38]([F:41])[cH:39][c:40]23)[cH:6][cH:7]1.